describe an organic reaction: reactants, conditions, products, and yield From a dataset of the Open Reaction Database (ORD), a public repository of structured organic reaction records. Reactants: FC1=CC=C(C=C1)C1=NOC(C1)C=1C=C(C=CC1)C#CC(C)NO ([4-(3-[4,5-dihydro-3-(4-fluorophenyl)isoxazol-5-yl]phenyl)-3-butyn-2-yl]-hydroxylamine), [Si](C)(C)(C)N=C=O (TMS-NCO), CO (methanol). Run in C1CCOC1 (THF). Conditions: time 2 hour. The product is FC1=CC=C(C=C1)C1=NOC(C1)C=1C=C(C=CC1)C#CC(C)N(C(=O)N)O (N-[4-(3-[4,5-dihydro-3-(4-fluorophenyl)isoxazol-5-yl]phenyl)-3-butyn-2-yl]-N-hydroxyurea). Isolated yield 67.0%. Reaction SMILES: [F:1][C:2]1[CH:7]=[CH:6][C:5]([C:8]2[CH2:12][CH:11]([C:13]3[CH:14]=[C:15]([C:19]#[C:20][CH:21]([NH:23][OH:24])[CH3:22])[CH:16]=[CH:17][CH:18]=3)[O:10][N:9]=2)=[CH:4][CH:3]=1.[Si]([N:29]=[C:30]=[O:31])(C)(C)C.CO>C1COCC1>[F:1][C:2]1[CH:3]=[CH:4][C:5]([C:8]2[CH2:12][CH:11]([C:13]3[CH:14]=[C:15]([C:19]#[C:20][CH:21]([N:23]([OH:24])[C:30]([NH2:29])=[O:31])[CH3:22])[CH:16]=[CH:17][CH:18]=3)[O:10][N:9]=2)=[CH:6][CH:7]=1. Reported procedure: To a solution of the product of Step 2, above (11, 1.9 g, 5.8 mmol), in THF (10 ml) was added TMS-NCO (1.1 ml, 8.8 mmol), and the reaction mixture was stirred at room temperature for 2 hours. To the mixture was added methanol (5 ml) and the reaction mixture was stirred for 10 minutes and then solvent was removed by evaporation. The residue was chromatographed on silica gel (5% methanol/ethyl acetate) to give the crude title compound. Recrystallization from methanol/n-hexane/ethyl acetate afforde... Reactants: C(C1=CC=CC=C1)N1C[C@@H](CCC1)NC1=NC=C(C(=O)OCC)C=C1Cl (ethyl 6-{[(3R)-1-benzyl-3-piperidinyl]amino}-5-chloronicotinate), C(=O)[O-].[NH4+] (ammonium formate). Reagents/catalysts: [Pd] (Pd/C). The solvent is C(C)O (ethanol). Conditions: time 8 hour. Yields the product N1C[C@@H](CCC1)NC1=NC=C(C(=O)OCC)C=C1 (ethyl 6-[(3R)-3-piperidinylamino]nicotinate). The yield is 99.7%. As a reaction SMILES: C([N:8]1[CH2:13][CH2:12][CH2:11][C@@H:10]([NH:14][C:15]2[C:25](Cl)=[CH:24][C:18]([C:19]([O:21][CH2:22][CH3:23])=[O:20])=[CH:17][N:16]=2)[CH2:9]1)C1C=CC=CC=1.C([O-])=O.[NH4+]>C(O)C.[Pd]>[NH:8]1[CH2:13][CH2:12][CH2:11][C@@H:10]([NH:14][C:15]2[CH:25]=[CH:24][C:18]([C:19]([O:21][CH2:22][CH3:23])=[O:20])=[CH:17][N:16]=2)[CH2:9]1 |f:1.2|. Procedure details: To a solution of ethyl 6-{[(3R)-1-benzyl-3-piperidinyl]amino}-5-chloronicotinate (6.75 g, 18.1 mmol) in ethanol (200 mL) were added ammonium formate (6.83 g, 108 mmol) and 10% Pd/C (20% w/w, 1.2 g) at ambient temperature and the mixture was heated to reflux with stirring for 8 hrs. After cooling, the catalyst in the reaction mixture was removed by filtration. The solvent was evaporated in vacuo. The residue was purified by silica gel column chromatography (NH, CHCl3 only —CHCl3:MeOH/50:1-25:1) t... Reactants: intermediate 2-3, COC1=CC=C(C=C1)N(C1=CC(=CC(=C1)B1OC(C(O1)(C)C)(C)C)N(C1=CC=CC=C1)C1=CC=C(C=C1)OC)C1=CC=CC=C1 (N1,N3-bis(4-methoxyphenyl)-N1,N3-diphenyl-5-(4,4,5,5-tetramethyl-1,3,2-dioxaborolan-2-yl)benzene-1,3-diamine), BrC1=CC2=CC=C(C=C2C=C1)Br (2,6-dibromonaphthalene), C(=O)([O-])[O-].[K+].[K+] (K2CO3), C1CCOC1 (THF). Reagents/catalysts: C=1C=CC(=CC1)[P](C=2C=CC=CC2)(C=3C=CC=CC3)[Pd]([P](C=4C=CC=CC4)(C=5C=CC=CC5)C=6C=CC=CC6)([P](C=7C=CC=CC7)(C=8C=CC=CC8)C=9C=CC=CC9)[P](C=1C=CC=CC1)(C=1C=CC=CC1)C=1C=CC=CC1 (Pd(PPh3)4). The solvent is O (water). The product is BrC=1C=C2C=CC(=CC2=CC1)C=1C=C(C=C(C1)N(C1=CC=CC=C1)C1=CC=C(C=C1)OC)N(C1=CC=CC=C1)C1=CC=C(C=C1)OC (5-(6-bromonaphthalen-2-yl)-N1,N3-bis(4-methoxyphenyl)-N1,N3-diphenylbenzene-1,3-Diamine). Reaction SMILES: [CH3:1][O:2][C:3]1[CH:8]=[CH:7][C:6]([N:9]([C:40]2[CH:45]=[CH:44][CH:43]=[CH:42][CH:41]=2)[C:10]2[CH:15]=[C:14](B3OC(C)(C)C(C)(C)O3)[CH:13]=[C:12]([N:25]([C:32]3[CH:37]=[CH:36][C:35]([O:38][CH3:39])=[CH:34][CH:33]=3)[C:26]3[CH:31]=[CH:30][CH:29]=[CH:28][CH:27]=3)[CH:11]=2)=[CH:5][CH:4]=1.[Br:46][C:47]1[CH:56]=[CH:55][C:54]2[C:49](=[CH:50][CH:51]=[C:52](Br)[CH:53]=2)[CH:48]=1.C([O-])([O-])=O.[K+].[K+].C1COCC1>C1C=CC([P]([Pd]([P](C2C=CC=CC=2)(C2C=CC=CC=2)C2C=CC=CC=2)([P](C2C=CC=CC=2)(C2C=CC=CC=2)C2C=CC=CC=2)[P](C2C=CC=CC=2)(C2C=CC=CC=2)C2C=CC=CC=2)(C2C=CC=CC=2)C2C=CC=CC=2)=CC=1.O>[Br:46][C:47]1[CH:48]=[C:49]2[C:54](=[CH:55][CH:56]=1)[CH:53]=[C:52]([C:14]1[CH:15]=[C:10]([N:9]([C:6]3[CH:5]=[CH:4][C:3]([O:2][CH3:1])=[CH:8][CH:7]=3)[C:40]3[CH:45]=[CH:44][CH:43]=[CH:42][CH:41]=3)[CH:11]=[C:12]([N:25]([C:32]3[CH:37]=[CH:36][C:35]([O:38][CH3:39])=[CH:34][CH:33]=3)[C:26]3[CH:31]=[CH:30][CH:29]=[CH:28][CH:27]=3)[CH:13]=1)[CH:51]=[CH:50]2 |f:2.3.4,^1:72,74,93,112|. Reported procedure: 13.42 g of a product (yield: 66%) was obtained in the same manner as described in the synthesis method of intermediate 2-3 except that N1,N3-bis(4-methoxyphenyl)-N1,N3-diphenyl-5-(4,4,5,5-tetramethyl-1,3,2-dioxaborolan-2-yl)benzene-1,3-diamine (17.76 g, 30 mmol), 2,6-dibromonaphthalene (9.44 g, 33 mmol), Pd(PPh3)4 (1.04 g, 0.9 mmol), K2CO3 (12.44 g, 90 mmol), THF (90 mL), and water (45 mL) were used. Reactants: N1C=CC2=CC(=CC=C12)C(=O)O (5-indolecarboxylic acid), CCN=C=NCCCN(C)C (EDAC), C(=O)(OC(C)(C)C)N1C(CC(CC1)CC1=CC=CC=C1)C (1-BOC-2-methyl-4-benzylpiperidine), FC(C(=O)O)(F)F (trifluoroacetic acid), C(C)(C)N(CC)C(C)C (diisopropylethylamine). Solvent: O (water), ClCCl (dichloromethane), ClCCl (dichloromethane). Conditions: time 10 hour. Yields the product C[C@@H]1N(CC[C@@H](C1)C1=CC=CC=C1)C=1NC2=CC=C(C=C2C1)C(=O)N (cis-2-Methyl-4-phenylpiperidin-1-yl-indole-5-carboxamide). Yield: 54.0%. RXN SMILES: [C:1]([N:8]1[CH2:13][CH2:12][CH:11]([CH2:14][C:15]2[CH:20]=[CH:19][CH:18]=[CH:17]C=2)[CH2:10][CH:9]1[CH3:21])(OC(C)(C)C)=O.FC(F)(F)C(O)=O.C([N:32](C(C)C)CC)(C)C.[NH:38]1[C:46]2[C:41](=[CH:42][C:43]([C:47]([OH:49])=O)=[CH:44][CH:45]=2)[CH:40]=C1.CCN=C=NCCCN(C)C>ClCCl.O>[CH3:21][C@H:9]1[CH2:10][C@@H:11]([C:14]2[CH:15]=[CH:20][CH:19]=[CH:18][CH:17]=2)[CH2:12][CH2:13][N:8]1[C:1]1[NH:38][C:46]2[C:41]([CH:40]=1)=[CH:42][C:43]([C:47]([NH2:32])=[O:49])=[CH:44][CH:45]=2. Procedure details: To a solution of 1-BOC-2-methyl-4-benzylpiperidine (0.29 g, 1.0 mMol) in 5 mL of dichloromethane was added trifluoroacetic acid (TFA) (0.5 mL). After stirring at rt for 10 h the reaction mixture was evaporated in vacuo and azeotroped twice with dichloromethane and twice with hexane. The residue was dissolved in 5 mL of dichloromethane and diisopropylethylamine (1.6 mL, 10 mMol) was added. In a separate flask a mixture of 5-indolecarboxylic acid (0.19 g, 1.2 mMol) and EDAC (0.23 g, 1.2 mMol) was ... Reactants: CNCC(=O)C(C(O)=O)CCC[C@@H]1SC[C@@H]2NC(=O)N[C@H]12 (N-methyl-glycyl-biotin), CO (methanol). Product: methylester, CN(CC(=O)C(C(O)=O)CCC[C@@H]1SC[C@@H]2NC(=O)N[C@H]12)C (methyl-(N-methyl)glycyl-biotin). Reaction SMILES: [CH3:1][NH:2][CH2:3][C:4]([CH:6]([CH2:10][CH2:11][CH2:12][C@H:13]1[C@@H:21]2[C@@H:16]([NH:17][C:18]([NH:20]2)=[O:19])[CH2:15][S:14]1)[C:7](=[O:9])[OH:8])=[O:5].[CH3:22]O>>[CH3:1][N:2]([CH3:22])[CH2:3][C:4]([CH:6]([CH2:10][CH2:11][CH2:12][C@H:13]1[C@@H:21]2[C@@H:16]([NH:17][C:18]([NH:20]2)=[O:19])[CH2:15][S:14]1)[C:7](=[O:8])[OH:9])=[O:5]. Reported procedure: N-methyl-glycyl-biotin is esterified in refluxing methanol containing gaseous HCl to give the methylester, methyl-(N-methyl)glycyl-biotin. This methyl ester is dissolved in ethylene diamine and stirred at 23° C. for 14 hours to afford biotinyl-N-methyl-glycyl-ethylene diamine monoamide. The solvent (ethylene diamine) is evaporated under vacuum. The amino group of biotinyl-N-methyl-glycyl-ethylene diamine monoamide is acylated with N-hydroxysuccinimidyl iodoacetate (prepared from iodoacetic acid ...